From a dataset of the Open Reaction Database (ORD), a public repository of structured organic reaction records. describe an organic reaction: reactants, conditions, products, and yield Starting materials: CC(C)=O, COc1cc([N+](=O)[O-])ccc1C=O, Cl, [Na+], [OH-], O. Product: COc1cc([N+](=O)[O-])ccc1C=CC(C)=O. As a reaction SMILES: [CH3:17][C:18]([CH3:19])=[O:20].[CH3:1][O:2][c:3]1[c:4]([CH:5]=[O:6])[cH:7][cH:8][c:9]([N+:11](=[O:12])[O-:13])[cH:10]1.[ClH:16].[Na+:15].[OH-:14].[OH2:21]>>[CH3:1][O:2][c:3]1[c:4]([CH:5]=[CH:17][C:18]([CH3:19])=[O:20])[cH:7][cH:8][c:9]([N+:11](=[O:12])[O-:13])[cH:10]1. The reactants are C(CCC)N(C1=CC(=C(C=C1)C=CC=CC=1SC=CC1)OC)CCCC (dibutyl[3-methoxy-4-[4-(thiophene-2-yl)-1,3-butadienyl]phenyl]amine), C(CCC)[Li] (n-butyllithium), II (iodine), CN(C=O)C (N,N-dimethylformamide). Solvent: O1CCCC1 (tetrahydrofuran), C(C)(=O)OCC (ethyl acetate), O (water), O (water), CCOCC (ether). Conditions: temperature -69 celsius, time 30 minute. The product is C(CCC)N(C1=CC(=C(C=C1)C=CC=CC1=CC=C(S1)C=O)OC)CCCC (5-[4-(4-dibutylamino-2-methoxyphenyl)-1,3-butadienyl]thiophene-2-carboaldehyde). The yield is 79.9%. Reaction SMILES: [CH2:1]([N:5]([CH2:23][CH2:24][CH2:25][CH3:26])[C:6]1[CH:11]=[CH:10][C:9]([CH:12]=[CH:13][CH:14]=[CH:15][C:16]2[S:17][CH:18]=[CH:19][CH:20]=2)=[C:8]([O:21][CH3:22])[CH:7]=1)[CH2:2][CH2:3][CH3:4].C([Li])CCC.CN(C)[CH:34]=[O:35].II>O1CCCC1.CCOCC.C(OCC)(=O)C.O>[CH2:23]([N:5]([CH2:1][CH2:2][CH2:3][CH3:4])[C:6]1[CH:11]=[CH:10][C:9]([CH:12]=[CH:13][CH:14]=[CH:15][C:16]2[S:17][C:18]([CH:34]=[O:35])=[CH:19][CH:20]=2)=[C:8]([O:21][CH3:22])[CH:7]=1)[CH2:24][CH2:25][CH3:26]. Procedure details: In a stream of argon, in 13 ml of tetrahydrofuran was dissolved 0.83 g (2.25 mmol) of dibutyl[3-methoxy-4-[4-(thiophene-2-yl)-1,3-butadienyl]phenyl]amine, and 2.1 ml of n-butyllithium (1.6 mol solution in hexane) (3.36 mmol) was added dropwise thereto under cooling at −68 to −70° C. After the mixture was stirred for 30 minutes, 0.21 ml (2.87 mmol) of N,N-dimethylformamide was added dropwise thereto. The reaction mixture was stirred for 1.5 hours and the temperature was allowed to rise. To this m...